This data is from the Open Reaction Database (ORD), a public repository of structured organic reaction records. The task is: describe an organic reaction: reactants, conditions, products, and yield The reactants are CC(C)(C)OC(=O)N1CCCC(NCc2cc(C(C)(F)F)ccc2OC(F)(F)F)C1c1ccccc1, COc1ccc(C(C)(C)C(F)(F)F)cc1C=O. Yields the product COc1ccc(C(C)(C)C(F)(F)F)cc1CNC1CCCN(C(=O)OC(C)(C)C)C1c1ccccc1. As a reaction SMILES: [C:18]([CH3:19])([CH3:20])([CH3:21])[O:22][C:23](=[O:24])[N:25]1[CH:26]([c:48]2[cH:49][cH:50][cH:51][cH:52][cH:53]2)[CH:27]([NH:31][CH2:32][c:33]2[cH:34][c:35]([C:36]([F:37])([F:38])[CH3:39])[cH:40][cH:41][c:42]2[O:43][C:44]([F:45])([F:46])[F:47])[CH2:28][CH2:29][CH2:30]1.[CH3:1][C:2]([C:3]([F:4])([F:5])[F:6])([CH3:7])[c:8]1[cH:9][cH:10][c:11]([O:16][CH3:17])[c:12]([CH:13]=[O:14])[cH:15]1>>[CH3:1][C:2]([C:3]([F:4])([F:5])[F:6])([CH3:7])[c:8]1[cH:9][cH:10][c:11]([O:16][CH3:17])[c:12]([CH2:13][NH:31][CH:27]2[CH:26]([c:48]3[cH:49][cH:50][cH:51][cH:52][cH:53]3)[N:25]([C:23]([O:22][C:18]([CH3:19])([CH3:20])[CH3:21])=[O:24])[CH2:30][CH2:29][CH2:28]2)[cH:15]1. Starting materials: ClC=1C(=CC(=C(C1)NCC(=O)O)[N+](=O)[O-])C (N-(5′-chloro-4′-methyl-2′-nitrophenyl)glycine), O.O.[Sn](Cl)Cl (tin (II) chloride dihydrate). The solvent is C(C)O (ethanol). Yields the product ClC=1C=C2NCC(NC2=CC1C)=O (6-Chloro-3,4-dihydro-7-methylquinoxaline-2(1H)-one). Isolated yield 31.2%. As a reaction SMILES: [Cl:1][C:2]1[C:3]([CH3:16])=[CH:4][C:5]([N+:13]([O-])=O)=[C:6]([NH:8][CH2:9][C:10](O)=[O:11])[CH:7]=1.O.O.[Sn](Cl)Cl>C(O)C>[Cl:1][C:2]1[CH:7]=[C:6]2[C:5](=[CH:4][C:3]=1[CH3:16])[NH:13][C:10](=[O:11])[CH2:9][NH:8]2 |f:1.2.3|. Procedure details: A solution of N-(5′-chloro-4′-methyl-2′-nitrophenyl)glycine (1.000 g, 4.088 mmol, as prepared above) and tin (II) chloride dihydrate (2.767 g, 12.26 mmol, Aldrich, used as received) in ethanol (20.0 mL) was refluxed for 30 min. It was then cooled to room temperature ad the precipitated solid was filtered, washed with ethanol (4.0 mL), and dried under vacuum to yield 0.251 g (31%) of the title compound as a yellow powder; 1H NMR (DMSOd6): δ 2.093 (s, 3H), 3.657 (d, 2H, J=1.5 Hz), 5.984 (s, 1H), 6... Reactants: BrC1=CC=C(C#N)C=C1 (4-(bromo)benzonitrile), [N-]=[N+]=[N-].[Na+] (sodium azide), [NH4+].[Cl-] (NH4Cl), CN(C)C=O (DMF). Reaction conditions: temperature 100 celsius, time 20 hour. Product: BrC1=C(C=CC=C1)C1=NN=NN1 (1-Bromo(1H-tetrazol-5-yl)benzene). The yield is 58.0%. Reaction SMILES: [Br:1][C:2]1[CH:9]=[CH:8][C:5](C#N)=[CH:4][CH:3]=1.[N-:10]=[N+:11]=[N-:12].[Na+].[NH4+].[Cl-].C[N:17]([CH:19]=O)C>>[Br:1][C:2]1[CH:9]=[CH:8][CH:5]=[CH:4][C:3]=1[C:19]1[NH:17][N:12]=[N:11][N:10]=1 |f:1.2,3.4|. Procedure details: A mixture of 546 mg (3.0 mmol) of 4-(bromo)benzonitrile, 227 mg (3.5 mmol) of sodium azide and 187 mg (3.5 mmol) of NH4Cl in 5 mL of DMF was stirred at 100° C. for 20 h. The mixture was cooled and concentrated. The residue was dissolved in 20 mL of H2O and the pH adjusted to 2 with 2 N HCl solution. The solid that precipitated was filtered, rinsed with H2O, then ether and dried to afford 395 mg (58%) of the title compound: El-MS 226+224 (20%, M+H), 198+196 (100%, M−N2+H). The reactants are O=C([O-])[O-], CC(C)(C)P(c1ccccc1-c1ccccc1)C(C)(C)C, CN1CCNCC1, Cc1ccccc1, N#Cc1ncc2cc(Cc3ccc(Cl)cc3)n(C3CCCCC3)c2n1, [Cs+], [Cs+], CC(=O)[O-], CC(=O)[O-], [Pd+2]. Product: CN1CCN(c2ccc(Cc3cc4cnc(C#N)nc4n3C3CCCCC3)cc2)CC1. As a reaction SMILES: [C:33](=[O:34])([O-:35])[O-:36].[C:39]([P:40]([C:41]([CH3:42])([CH3:43])[CH3:44])[c:45]1[cH:46][cH:47][cH:48][cH:49][c:50]1-[c:51]1[cH:52][cH:53][cH:54][cH:55][cH:56]1)([CH3:57])([CH3:58])[CH3:59].[CH3:26][N:27]1[CH2:28][CH2:29][NH:30][CH2:31][CH2:32]1.[CH3:60][c:61]1[cH:62][cH:63][cH:64][cH:65][cH:66]1.[Cl:1][c:2]1[cH:3][cH:4][c:5]([CH2:6][c:7]2[cH:8][c:9]3[c:10]([n:11][c:12]([C:15]#[N:16])[n:13][cH:14]3)[n:17]2[CH:18]2[CH2:19][CH2:20][CH2:21][CH2:22][CH2:23]2)[cH:24][cH:25]1.[Cs+:37].[Cs+:38].[O-:68][C:69]([CH3:70])=[O:71].[O-:72][C:73]([CH3:74])=[O:75].[Pd+2:67]>>[c:2]1([N:30]2[CH2:29][CH2:28][N:27]([CH3:26])[CH2:32][CH2:31]2)[cH:3][cH:4][c:5]([CH2:6][c:7]2[cH:8][c:9]3[c:10]([n:11][c:12]([C:15]#[N:16])[n:13][cH:14]3)[n:17]2[CH:18]2[CH2:19][CH2:20][CH2:21][CH2:22][CH2:23]2)[cH:24][cH:25]1. Reaction conditions: time 4 hour. Reaction SMILES: [Cl:1][C:2]1[C:3]([C:18]2[S:22][C:21]([C:23]3([O:27][CH2:28][O:29][CH3:30])[CH2:26][CH2:25][CH2:24]3)=[N:20][CH:19]=2)=[C:4]2[CH:10]=[C:9]([C:11]3[CH:17]=[CH:16][C:14]([NH2:15])=[CH:13][CH:12]=3)[NH:8][C:5]2=[N:6][CH:7]=1.[CH3:31][N:32]([CH3:37])[CH2:33][C:34](O)=[O:35].Cl.CN(C)CCCN=C=NCC.O.ON1C2C=CC=CC=2N=N1>CN(C)C=O.CN(C)C1C=CN=CC=1.C(OCC)(=O)C>[Cl:1][C:2]1[C:3]([C:18]2[S:22][C:21]([C:23]3([O:27][CH2:28][O:29][CH3:30])[CH2:24][CH2:25][CH2:26]3)=[N:20][CH:19]=2)=[C:4]2[CH:10]=[C:9]([C:11]3[CH:12]=[CH:13][C:14]([NH:15][C:34](=[O:35])[CH2:33][N:32]([CH3:37])[CH3:31])=[CH:16][CH:17]=3)[NH:8][C:5]2=[N:6][CH:7]=1 |f:2.3,4.5|. Procedure details: A solution of 4-(5-chloro-4-(2-(1-(methoxymethoxy)cyclobutyl)thiazol-5-yl)-1H-pyrrolo[2,3-b]pyridin-2-yl)aniline (Example 23B) (20 mg, 0.045 mmol) and dimethyl glycine (5.61 mg, 0.054 mmol) in N,N-dimethylformamide (0.5 mL) was treated with N-(3-dimethylaminopropyl)-N′-ethylcarbodiimide hydrochloride (10.43 mg, 0.054 mmol), and 1-hydroxybenzotriazole hydrate (8.34 mg, 0.054 mmol). The reaction was stirred for 4 hours at ambient temperature. The reaction was treated with 4-(dimethylamino)pyridine... The solvent is C(C)(=O)OCC (ethyl acetate), CN(C=O)C (N,N-dimethylformamide). Product: ClC=1C(=C2C(=NC1)NC(=C2)C2=CC=C(C=C2)NC(CN(C)C)=O)C2=CN=C(S2)C2(CCC2)OCOC (N-(4-(5-chloro-4-(2-(1-(methoxymethoxy)cyclobutyl)thiazol-5-yl)-1H-pyrrolo[2,3-b]pyridin-2-yl)phenyl)-2-(dimethylamino)acetamide). The reagents and catalysts are CN(C1=CC=NC=C1)C (4-(dimethylamino)pyridine). Starting materials: ClC=1C(=C2C(=NC1)NC(=C2)C2=CC=C(N)C=C2)C2=CN=C(S2)C2(CCC2)OCOC (4-(5-chloro-4-(2-(1-(methoxymethoxy)cyclobutyl)thiazol-5-yl)-1H-pyrrolo[2,3-b]pyridin-2-yl)aniline), CN(CC(=O)O)C (dimethyl glycine), Cl.CN(CCCN=C=NCC)C (N-(3-dimethylaminopropyl)-N′-ethylcarbodiimide hydrochloride), O.ON1N=NC2=C1C=CC=C2 (1-hydroxybenzotriazole hydrate). Starting materials: NC1=C(C=C(C=C1)Cl)C (2-amino-5-chlorotoluene), [N+](=O)(O)[O-] (nitric acid). Run in S(O)(O)(=O)=O (sulfuric acid), S(O)(O)(=O)=O (sulfuric acid). Reaction conditions: time 3.5 hour. The product is NC1=C(C=C(C(=C1)[N+](=O)[O-])Cl)C (2-amino-5-chloro-4-nitrotoluene). As a reaction SMILES: [NH2:1][C:2]1[CH:7]=[CH:6][C:5]([Cl:8])=[CH:4][C:3]=1[CH3:9].[N+:10]([O-])([OH:12])=[O:11]>S(=O)(=O)(O)O>[NH2:1][C:2]1[CH:7]=[C:6]([N+:10]([O-:12])=[O:11])[C:5]([Cl:8])=[CH:4][C:3]=1[CH3:9]. Reported procedure: 7 g (20 mmol) of 2-amino-5-chlorotoluene were dissolved in 10 ml of sulfuric acid at 10° C. to form a reactant solution. 2.05 ml fuming nitric acid were dissolved in 10 ml concentrated sulfuric acid and the resultant acidic solution was added slowly dropwise to the reactant solution. The reactant solution was then stirred for 3 to 4 hours at room temperature and subsequently added to ice. The yellow product crystals were filtered with suction and recrystallized from methanol. 6.4 g (70% of the t...